Dataset: the Open Reaction Database (ORD), a public repository of structured organic reaction records. Task: describe an organic reaction: reactants, conditions, products, and yield Starting materials: C(C)(C)(C)OC(=O)N1C[C@H](CC1)OC1=C(C=C(C=O)C=C1)OC (4-[((3S)-1-tert-butoxycarbonyl-3-pyrrolidinyl)oxy]-3-methoxybenzaldehyde), C(=O)O (formic acid). The solvent is ClCCl (dichloromethane), C(Cl)(Cl)Cl (chloroform). Run at time 1 hour. The product is C(C)(=O)N1C[C@H](CC1)OC1=C(C=C(C=O)C=C1)OC (4-[((3S)-1-acetyl-3-pyrrolidinyl)oxy]-3-methoxybenzaldehyde). RXN SMILES: C([O:5][C:6]([N:8]1[CH2:12][CH2:11][C@H:10]([O:13][C:14]2[CH:21]=[CH:20][C:17]([CH:18]=[O:19])=[CH:16][C:15]=2[O:22][CH3:23])[CH2:9]1)=O)(C)(C)C.[CH:24](O)=O>ClCCl.C(Cl)(Cl)Cl>[C:6]([N:8]1[CH2:12][CH2:11][C@H:10]([O:13][C:14]2[CH:21]=[CH:20][C:17]([CH:18]=[O:19])=[CH:16][C:15]=2[O:22][CH3:23])[CH2:9]1)(=[O:5])[CH3:24]. Procedure: 5.5 g of 4-[((3S)-1-tert-butoxycarbonyl-3-pyrrolidinyl)oxy]-3-methoxybenzaldehyde was dissolved in 20 ml of dichloromethane, followed by the addition of 30 ml of formic acid. The thus prepared mixture was stirred at room temperature for 1 hour and then at 50° C. for 1 hour. The solvent and formic acid were distilled off under a reduced pressure, and the resulting residue was dissolved in 100 ml of tetrahydrofuran. The thus prepared solution was mixed with 2.68 g of acetyl chloride, and 8.63 g of...